Dataset: the Open Reaction Database (ORD), a public repository of structured organic reaction records. Task: describe an organic reaction: reactants, conditions, products, and yield Starting materials: [Br-], CC(=O)O, [K+], CC1(C)Oc2ccsc2C(N2CCCCC2=O)C1O, O=[N+]([O-])O. Product: CC1(C)Oc2cc([N+](=O)[O-])sc2C(N2CCCCC2=O)C1O. RXN SMILES: [Br-:24].[CH3:26][C:27](=[O:28])[OH:29].[K+:25].[OH:1][CH:2]1[CH:3]([N:13]2[C:14](=[O:19])[CH2:15][CH2:16][CH2:17][CH2:18]2)[c:4]2[c:5]([cH:10][cH:11][s:12]2)[O:6][C:7]1([CH3:8])[CH3:9].[OH:20][N+:21]([O-:22])=[O:23]>>[OH:1][CH:2]1[CH:3]([N:13]2[C:14](=[O:19])[CH2:15][CH2:16][CH2:17][CH2:18]2)[c:4]2[c:5]([cH:10][c:11]([N+:21](=[O:20])[O-:22])[s:12]2)[O:6][C:7]1([CH3:8])[CH3:9].